This data is from the Open Reaction Database (ORD), a public repository of structured organic reaction records. The task is: describe an organic reaction: reactants, conditions, products, and yield The reactants are C(C)(=O)N1C(C(C2=CC=C(C=C12)C(=O)OC)=C(C1=CC=CC=C1)OCC)=O (1-acetyl-3-(1-ethoxy-1-phenylmethylene)-6-methoxycarbonyl-2-indolinone), C(C)N1C(=NC=C1)C1=CC=C(N)C=C1 (4-(1-ethyl-imidazol-2-yl)-aniline). Yields the product C(C)N1C(=NC=C1)C1=CC=C(N\C(\C2=CC=CC=C2)=C\2/C(NC3=CC(=CC=C23)C(=O)OC)=O)C=C1 (3-Z-[1-(4-(1-ethyl-imidazol-2-yl)-anilino)-1-phenyl-methylene]-6-methoxycarbonyl-2-indolinone). Reaction SMILES: C([N:4]1[C:12]2[C:7](=[CH:8][CH:9]=[C:10]([C:13]([O:15][CH3:16])=[O:14])[CH:11]=2)[C:6](=[C:17](OCC)[C:18]2[CH:23]=[CH:22][CH:21]=[CH:20][CH:19]=2)[C:5]1=[O:27])(=O)C.[CH2:28]([N:30]1[CH:34]=[CH:33][N:32]=[C:31]1[C:35]1[CH:41]=[CH:40][C:38]([NH2:39])=[CH:37][CH:36]=1)[CH3:29]>>[CH2:28]([N:30]1[CH:34]=[CH:33][N:32]=[C:31]1[C:35]1[CH:41]=[CH:40][C:38]([NH:39]/[C:17](=[C:6]2\[C:5](=[O:27])[NH:4][C:12]3[C:7]\2=[CH:8][CH:9]=[C:10]([C:13]([O:15][CH3:16])=[O:14])[CH:11]=3)/[C:18]2[CH:23]=[CH:22][CH:21]=[CH:20][CH:19]=2)=[CH:37][CH:36]=1)[CH3:29]. Reported procedure: Prepared from 1-acetyl-3-(1-ethoxy-1-phenylmethylene)-6-methoxycarbonyl-2-indolinone and 4-(1-ethyl-imidazol-2-yl)-aniline Rf value: 0.4 (silica gel, methylene chloride/methanol=10:1) C28H24N4O3 Starting materials: CCn1nc(C(OC)OC)cc1-c1cccc(Br)n1, [C-]#N, [C-]#N, CN1CCCC1=O, O, [Zn+2], c1ccc(P(c2ccccc2)(c2ccccc2)[Pd](P(c2ccccc2)(c2ccccc2)c2ccccc2)(P(c2ccccc2)(c2ccccc2)c2ccccc2)P(c2ccccc2)(c2ccccc2)c2ccccc2)cc1. The product is CCn1nc(C(OC)OC)cc1-c1cccc(C#N)n1. Reaction SMILES: [Br:1][c:2]1[n:3][c:4](-[c:8]2[cH:9][c:10]([CH:15]([O:16][CH3:17])[O:18][CH3:19])[n:11][n:12]2[CH2:13][CH3:14])[cH:5][cH:6][cH:7]1.[C-:105]#[N:106].[C-:108]#[N:109].[CH3:21][N:22]1[CH2:23][CH2:24][CH2:25][C:26]1=[O:27].[OH2:20].[Zn+2:107].[cH:28]1[cH:29][cH:30][c:31]([P:32]([Pd:33]([P:34]([c:35]2[cH:36][cH:37][cH:38][cH:39][cH:40]2)([c:41]2[cH:42][cH:43][cH:44][cH:45][cH:46]2)[c:47]2[cH:48][cH:49][cH:50][cH:51][cH:52]2)([P:53]([c:54]2[cH:55][cH:56][cH:57][cH:58][cH:59]2)([c:60]2[cH:61][cH:62][cH:63][cH:64][cH:65]2)[c:66]2[cH:67][cH:68][cH:69][cH:70][cH:71]2)[P:72]([c:73]2[cH:74][cH:75][cH:76][cH:77][cH:78]2)([c:79]2[cH:80][cH:81][cH:82][cH:83][cH:84]2)[c:85]2[cH:86][cH:87][cH:88][cH:89][cH:90]2)([c:91]2[cH:92][cH:93][cH:94][cH:95][cH:96]2)[c:97]2[cH:98][cH:99][cH:100][cH:101][cH:102]2)[cH:103][cH:104]1>>[c:2]1([C:21]#[N:22])[n:3][c:4](-[c:8]2[cH:9][c:10]([CH:15]([O:16][CH3:17])[O:18][CH3:19])[n:11][n:12]2[CH2:13][CH3:14])[cH:5][cH:6][cH:7]1. The reactants are C(C)(=O)OC=C (vinyl acetate), OS(=O)(=O)O.CCOC(=O)C (H2SO4 EtOAc), IC1=NC(=C2N=CNC2=N1)Cl (2-iodo-6-chloro-9H-purine). Reagents/catalysts: [Hg](OC(=O)C)OC(=O)C (Hg(OAc)2). Run at temperature 47.5 celsius, time 8 hour. Product: ClC1=C2N=CN(C2=NC(=N1)I)C=C (6-chloro-2-iodo-9-vinyl-9H-purine). RXN SMILES: C(O[CH:5]=[CH2:6])(=O)C.OS(O)(=O)=O.CCOC(C)=O.[I:18][C:19]1[N:27]=[C:26]2[C:22]([N:23]=[CH:24][NH:25]2)=[C:21]([Cl:28])[N:20]=1>[Hg](OC(C)=O)OC(C)=O>[Cl:28][C:21]1[N:20]=[C:19]([I:18])[N:27]=[C:26]2[C:22]=1[N:23]=[CH:24][N:25]2[CH:5]=[CH2:6] |f:1.2|. Procedure details: In a 250 mL pressure tube, Hg(OAc)2 (2.52 g, 7.88 mmol) was suspended in vinyl acetate (73 mL, 788 mmol). To this suspension was added H2SO4/EtOAc (1.5 mL/15 mL). A clear solution was formed. The 2-iodo-6-chloro-9H-purine (22.1 g, 78.8 mmol) was added. A suspension formed again. It was degassed and stirred at 45-50° C. overnight. A dark solution was formed. The mixture was passed through celite, washed with EtOAc. Organic layer was washed with Sat. NaHCO3> dried Na2SO4. The product was purified ...